From a dataset of the Open Reaction Database (ORD), a public repository of structured organic reaction records. describe an organic reaction: reactants, conditions, products, and yield Starting materials: [Br-], C1CCOC1, C[Mg+], COc1cn(-c2cccc(-c3cnn(C)c3)c2F)nc(C(=O)N(C)OC)c1=O. Yields the product COc1cn(-c2cccc(-c3cnn(C)c3)c2F)nc(C(C)=O)c1=O. Reaction SMILES: [Br-:29].[CH2:32]1[O:33][CH2:34][CH2:35][CH2:36]1.[CH3:30][Mg+:31].[F:1][c:2]1[c:3](-[n:14]2[n:15][c:16]([C:23](=[O:24])[N:25]([O:26][CH3:27])[CH3:28])[c:17](=[O:22])[c:18]([O:20][CH3:21])[cH:19]2)[cH:4][cH:5][cH:6][c:7]1-[c:8]1[cH:9][n:10][n:11]([CH3:13])[cH:12]1>>[F:1][c:2]1[c:3](-[n:14]2[n:15][c:16]([C:23](=[O:24])[CH3:30])[c:17](=[O:22])[c:18]([O:20][CH3:21])[cH:19]2)[cH:4][cH:5][cH:6][c:7]1-[c:8]1[cH:9][n:10][n:11]([CH3:13])[cH:12]1.